This data is from the Open Reaction Database (ORD), a public repository of structured organic reaction records. The task is: describe an organic reaction: reactants, conditions, products, and yield Reactants: C1C(C)O1 (Propylene oxide), Cl.C(=O)(O)CC=1N=C(SC1)N=C1SC[C@H]2N1CC=1C=CC=CC1C2 ((S)-3-[(4-carboxymethylthiazol-2-yl)imino]-1,5,10,10a-tetrahydrothiazolo[3,4-b]isoquinoline hydrochloride). Solvent: CO (methanol). Reaction conditions: temperature 20 celsius, time 16 hour. Yields the product C(=O)(O)CC=1N=C(SC1)N=C1SC[C@H]2N1CC=1C=CC=CC1C2 ((S)-3-[(4-carboxymethylthiazol-2-yl)imino]-1,5,10,10a-tetrahydrothiazolo[3,4-b]-isoquinoline). Isolated yield 44.2%. Reaction SMILES: C1OC1C.Cl.[C:6]([CH2:9][C:10]1[N:11]=[C:12]([N:15]=[C:16]2[N:20]3[CH2:21][C:22]4[CH:23]=[CH:24][CH:25]=[CH:26][C:27]=4[CH2:28][C@H:19]3[CH2:18][S:17]2)[S:13][CH:14]=1)([OH:8])=[O:7]>CO>[C:6]([CH2:9][C:10]1[N:11]=[C:12]([N:15]=[C:16]2[N:20]3[CH2:21][C:22]4[CH:23]=[CH:24][CH:25]=[CH:26][C:27]=4[CH2:28][C@H:19]3[CH2:18][S:17]2)[S:13][CH:14]=1)([OH:8])=[O:7] |f:1.2|. Reported procedure: Propylene oxide (0.8 g) is added to a solution of (S)-3-[(4-carboxymethylthiazol-2-yl)imino]-1,5,10,10a-tetrahydrothiazolo[3,4-b]isoquinoline hydrochloride (0.5 g) in methanol (30 cc). The mixture is stirred for 16 hours at a temperature of the order of 20° C. The precipitate which was formed is filtered off and dried under reduced pressure (20 mm Hg; 2.7 kPa) at 40° C. to yield (S)-3-[(4-carboxymethylthiazol-2-yl)imino]-1,5,10,10a-tetrahydrothiazolo[3,4-b]-isoquinoline (0.2 g), which is a white... The product is CCn1c(C(=O)N(C2CC2)C2CC2)cc2c3c(ncn3C)c(NC(=S)NC(C)=O)nc21. Starting materials: CC(=O)N=C=S, CC(C)=O, CCn1c(C(=O)N(C2CC2)C2CC2)cc2c3c(ncn3C)c(N)nc21. Reaction SMILES: [C:26]([CH3:27])(=[O:28])[N:29]=[C:30]=[S:31].[CH3:32][C:33](=[O:34])[CH3:35].[NH2:1][c:2]1[c:3]2[c:4]([c:5]3[c:6]([n:7]1)[n:8]([CH2:20][CH3:21])[c:9]([C:11](=[O:12])[N:13]([CH:14]1[CH2:15][CH2:16]1)[CH:17]1[CH2:18][CH2:19]1)[cH:10]3)[n:22]([CH3:25])[cH:23][n:24]2>>[NH:1]([c:2]1[c:3]2[c:4]([c:5]3[c:6]([n:7]1)[n:8]([CH2:20][CH3:21])[c:9]([C:11](=[O:12])[N:13]([CH:14]1[CH2:15][CH2:16]1)[CH:17]1[CH2:18][CH2:19]1)[cH:10]3)[n:22]([CH3:25])[cH:23][n:24]2)[C:30]([NH:29][C:26]([CH3:27])=[O:28])=[S:31]. Starting materials: CCOC(=O)CCCn1cc(C(=O)c2ccc(OC(CCN3CCN(c4ccccc4OC)CC3)c3ccc(C)cc3)c(OC)c2)c2ccccc21, CCO, [K+], [OH-]. Yields the product COc1cc(C(=O)c2cn(CCCC(=O)[O-])c3ccccc23)ccc1OC(CCN1CCN(c2ccccc2OC)CC1)c1ccc(C)cc1, [K+]. RXN SMILES: [CH3:1][O:2][c:3]1[cH:4][c:5]([C:6](=[O:7])[c:8]2[cH:9][n:10]([CH2:17][CH2:18][CH2:19][C:20](=[O:21])[O:22][CH2:23][CH3:24])[c:11]3[cH:12][cH:13][cH:14][cH:15][c:16]23)[cH:25][cH:26][c:27]1[O:28][CH:29]([CH2:30][CH2:31][N:32]1[CH2:33][CH2:34][N:35]([c:38]2[c:39]([O:44][CH3:45])[cH:40][cH:41][cH:42][cH:43]2)[CH2:36][CH2:37]1)[c:46]1[cH:47][cH:48][c:49]([CH3:52])[cH:50][cH:51]1.[CH3:55][CH2:56][OH:57].[K+:54].[OH-:53]>>[CH3:1][O:2][c:3]1[cH:4][c:5]([C:6](=[O:7])[c:8]2[cH:9][n:10]([CH2:17][CH2:18][CH2:19][C:20](=[O:21])[O-:22])[c:11]3[cH:12][cH:13][cH:14][cH:15][c:16]23)[cH:25][cH:26][c:27]1[O:28][CH:29]([CH2:30][CH2:31][N:32]1[CH2:33][CH2:34][N:35]([c:38]2[c:39]([O:44][CH3:45])[cH:40][cH:41][cH:42][cH:43]2)[CH2:36][CH2:37]1)[c:46]1[cH:47][cH:48][c:49]([CH3:52])[cH:50][cH:51]1.[K+:54]. RXN SMILES: [OH:1][CH:2]([C:5]1[CH:10]=[CH:9][C:8]([O:11][CH3:12])=[C:7]([OH:13])[CH:6]=1)[C:3]#[CH:4].Br[C:15]1[CH:23]=[CH:22][CH:21]=[C:20]2[C:16]=1/[C:17](=[CH:25]/[C:26]1[NH:27][CH:28]=[CH:29][C:30]=1[O:31][CH3:32])/[C:18](=[O:24])[NH:19]2>Cl[Pd](Cl)([P](C1C=CC=CC=1)(C1C=CC=CC=1)C1C=CC=CC=1)[P](C1C=CC=CC=1)(C1C=CC=CC=1)C1C=CC=CC=1.[Cu]I.CN(C=O)C.CCN(CC)CC>[OH:1][CH:2]([C:5]1[CH:10]=[CH:9][C:8]([O:11][CH3:12])=[C:7]([OH:13])[CH:6]=1)[C:3]#[C:4][C:15]1[CH:23]=[CH:22][CH:21]=[C:20]2[C:16]=1/[C:17](=[CH:25]/[C:26]1[NH:27][CH:28]=[CH:29][C:30]=1[O:31][CH3:32])/[C:18](=[O:24])[NH:19]2 |^1:35,54|. Procedure: Using Method D above, 3-hydroxy-3-(3-hydroxy-4-methoxyphenyl)-1-propyne (105 mg, 0.59 mmol) (from Example 34 above) was coupled to (Z)-4-bromo-1,3-dihydro-3-[(3-methoxy-1H-pyrrol-2-yl)methylene]-2H-indol-2-one (122 mg, 0.38 mmol) (Starting Material 1) using (Ph3P)2PdCl2 (34 mg) (Aldrich) and CuI (15 mg) (Aldrich) as catalyst in DMF (3 mL) and Et3N (3 mL) as solvent at 70° C. for 18 h, yielding rac-(Z)-1,3-dihydro-4-[3-hydroxy-3-(3-hydroxy-4-methoxyphenyl)-1-propynyl]-3-[(3-methoxy-1H-pyrrol-2-yl... The product is OC(C#CC1=C2/C(/C(NC2=CC=C1)=O)=C/C=1NC=CC1OC)C1=CC(=C(C=C1)OC)O (rac-(Z)-1,3-dihydro-4-[3-hydroxy-3-(3-hydroxy-4-methoxyphenyl)-1-propynyl]-3-[(3-methoxy-1H-pyrrol-2-yl)methylene]-2H-indol-2-one). The reagents and catalysts are [Cu]I (CuI), Cl[Pd]([P](C1=CC=CC=C1)(C2=CC=CC=C2)C3=CC=CC=C3)([P](C4=CC=CC=C4)(C5=CC=CC=C5)C6=CC=CC=C6)Cl ((Ph3P)2PdCl2). The reactants are OC(C#C)C1=CC(=C(C=C1)OC)O (3-Hydroxy-3-(3-hydroxy-4-methoxyphenyl)-1-propyne), BrC1=C2/C(/C(NC2=CC=C1)=O)=C/C=1NC=CC1OC ((Z)-4-bromo-1,3-dihydro-3-[(3-methoxy-1H-pyrrol-2-yl)methylene]-2H-indol-2-one), BrC1=C2/C(/C(NC2=CC=C1)=O)=C/C=1NC=CC1OC ((Z)-4-bromo-1,3-dihydro-3-[(3-methoxy-1H-pyrrol-2-yl)methylene]-2H-indol-2-one). Solvent: CCN(CC)CC (Et3N), CN(C)C=O (DMF). The reactants are ice water, [Cl-].[Al+3].[Cl-].[Cl-] (aluminum chloride), BrC(C(=O)Br)C (2-bromopropionyl bromide), resultant mixture, O1C(NC2=C1C=CC=C2)=O (2-benzoxazolinone). The solvent is C(=S)=S (carbon disulfide). Conditions: time 30 minute. The product is BrC(C(=O)C=1C=CC2=C(NC(O2)=O)C1)C (5-(2-bromopropionyl)-2-benzoxazolinone). The yield is 50.0%. RXN SMILES: [Cl-].[Al+3].[Cl-].[Cl-].[Br:5][CH:6]([CH3:10])[C:7](Br)=[O:8].[O:11]1[C:15]2[CH:16]=[CH:17][CH:18]=[CH:19][C:14]=2[NH:13][C:12]1=[O:20]>C(=S)=S>[Br:5][CH:6]([CH3:10])[C:7]([C:18]1[CH:17]=[CH:16][C:15]2[O:11][C:12](=[O:20])[NH:13][C:14]=2[CH:19]=1)=[O:8] |f:0.1.2.3|. Reported procedure: A mixture of aluminum chloride (40 g) and 2-bromopropionyl bromide (32.4 g) in carbon disulfide (100 ml) was refluxed with stirring for 30 minutes. To the resultant mixture was added 2-benzoxazolinone (13.5 g) and the mixture was refluxed under stirring for 7 hours. The reaction mixture was poured into ice-water and extracted with ethyl acetate. The extract was washed with brine and dried over magnesium sulfate. The solvent was evaporated in vacuo to afford a crystalline residue, which was recry... Starting materials: CCO, COC(=O)c1csc(CC#N)c1, O. Product: N#CCc1cc(C(=O)O)cs1. RXN SMILES: [CH3:14][CH2:15][OH:16].[CH3:1][O:2][C:3](=[O:4])[c:5]1[cH:6][s:7][c:8]([CH2:10][C:11]#[N:12])[cH:9]1.[OH2:13]>>[O:2]=[C:3]([OH:4])[c:5]1[cH:6][s:7][c:8]([CH2:10][C:11]#[N:12])[cH:9]1. RXN SMILES: [Br:11][N:12]1[C:13](=[O:14])[CH2:15][CH2:16][C:17]1=[O:18].[Br:1][c:2]1[c:3]([Cl:10])[c:4]([CH3:9])[c:5]([Cl:8])[cH:6][cH:7]1.[C:19]([O:20][O:21][C:22](=[O:23])[c:24]1[cH:25][cH:26][cH:27][cH:28][cH:29]1)(=[O:30])[c:31]1[cH:32][cH:33][cH:34][cH:35][cH:36]1.[Cl:37][C:38]([Cl:39])([Cl:40])[Cl:41]>>[Br:1][c:2]1[c:3]([Cl:10])[c:4]([CH2:9][Br:11])[c:5]([Cl:8])[cH:6][cH:7]1. The reactants are O=C1CCC(=O)N1Br, Cc1c(Cl)ccc(Br)c1Cl, O=C(OOC(=O)c1ccccc1)c1ccccc1, ClC(Cl)(Cl)Cl. The product is Clc1ccc(Br)c(Cl)c1CBr. The reactants are OCCN(CCS(=O)(=O)O)CCO (N,N-bis [2-Hydroxyethyl]-2-aminoethanesulfonic acid), NC(CO)(CO)CO (2-amino-2-(hydroxymethyl)-1,3-propanediol), N-tris[Hydroxymethyl]methyl-2-aminoethane-sulfonic acid, 2,2'2"-Nitrilotriethanol, N[2-Hydroxyethyl]piperazine-N'-[3-propane-sulfonic acid], C(C(CS(=O)(=O)O)O)NC(CO)(CO)CO (TAPSO), N(CCO)(CCO)CCO (Triethanolamine), tris[Hydroxymethyl]aminomethane, 3-[N,N-bis(2-Hydroxyethyl)methylamino]-2-hydroxypropanesulfonic acid, C(CNC(CO)(CO)CO)CNC(CO)(CO)CO (BIS-TRIS PROPANE), OCCN(CCS(=O)(=O)O)CCO (2-[bis(2-Hydroxyethyl)amino]ethanesulfonic acid), Piperazine N,N'-bis[2-hydroxypropanesulfonic acid], N-[2-Hydroxyethyl]piperazine N'-[2-hydroxypropanesulfonic acid], OCCN(CCS(=O)(=O)O)CCO (N,N-bis[2-Hydroxyethyl]-2-aminoethanesulfonic acid), OCC(CO)(CO)NCCS(=O)(=O)O (2-([2-Hydroxy-1,1-bis(hydroxymethyl)ethyl]amino) ethanesulfonic acid). Yields the product C1COCC[NH+]1CCCS(=O)(=O)[O-] (3-[N-morpholino] propane sulfonic acid). Reaction SMILES: O[CH2:2][CH2:3][N:4]([CH2:11][CH2:12][OH:13])[CH2:5][CH2:6]S(O)(=O)=O.C(CNC(CO)(CO)CO)CNC(CO)(CO)CO.OCC(NC[CH2:42][S:43]([OH:46])(=[O:45])=[O:44])(CO)CO.C(NC(CO)(CO)CO)C(O)CS(O)(=O)=O.NC(CO)(CO)CO.N(CCO)(CCO)CCO>>[CH2:5]1[NH+:4]([CH2:3][CH2:2][CH2:42][S:43]([O-:46])(=[O:45])=[O:44])[CH2:11][CH2:12][O:13][CH2:6]1. Reported procedure: N,N-bis [2-Hydroxyethyl]-2-aminoethanesulfonic acid; (1,3-bis[tris(Hydroxymethyl)methylamino]propane); (N,N-bis[2-Hydroxyethyl]-2-aminoethanesulfonic acid; 2-[bis(2-Hydroxyethyl)amino]ethanesulfonic acid); (N-tris[Hydroxymethyl]methyl-2-aminoethane-sulfonic acid; 2-([2-Hydroxy-1,1-bis(hydroxymethyl)ethyl]amino) ethanesulfonic acid; 3-[N,N-bis(2-Hydroxyethyl)methylamino]-2-hydroxypropanesulfonic acid); (3-[N-tris(Hydroxymethyl)methylamino]-2-hydroxypropanesulfonic acid); (tris[Hydroxymethyl]amino... Reactants: CC(C)=NO (acetone oxime), ClC(C)C1=CC=C(C=C1)SC=1C=C(C=C(C1)F)C1(CCOCC1)OC (4-{3-[4-(1-chloroethyl)phenylthio]-5-fluorophenyl}-4-methoxytetrahydropyran). Reaction conditions: temperature 60 celsius. The product is FC=1C=C(C=C(C1)SC1=CC=C(C(C)ON=C(C)C)C=C1)C1(CCOCC1)OC (acetone O-{4-[5-fluoro-3-(4-methoxytetrahydropyran-4-yl)phenylthio)-α-methylbenzyl}oxime). Isolated yield 58.0%. RXN SMILES: [CH3:1][C:2](=[N:4][OH:5])[CH3:3].Cl[CH:7]([C:9]1[CH:14]=[CH:13][C:12]([S:15][C:16]2[CH:17]=[C:18]([C:23]3([O:29][CH3:30])[CH2:28][CH2:27][O:26][CH2:25][CH2:24]3)[CH:19]=[C:20]([F:22])[CH:21]=2)=[CH:11][CH:10]=1)[CH3:8]>>[F:22][C:20]1[CH:19]=[C:18]([C:23]2([O:29][CH3:30])[CH2:24][CH2:25][O:26][CH2:27][CH2:28]2)[CH:17]=[C:16]([S:15][C:12]2[CH:11]=[CH:10][C:9]([CH:7]([O:5][N:4]=[C:2]([CH3:3])[CH3:1])[CH3:8])=[CH:14][CH:13]=2)[CH:21]=1. Reported procedure: Using an analogous procedure to that described in Example 1 except that the reactants were heated to 60° C. for 2 hours, acetone oxime was reacted with 4-{3-[4-(1-chloroethyl)phenylthio]-5-fluorophenyl}-4-methoxytetrahydropyran to give acetone O-{4-[5-fluoro-3-(4-methoxytetrahydropyran-4-yl)phenylthio)-α-methylbenzyl}oxime as an oil in 58% yield.